From a dataset of the Open Reaction Database (ORD), a public repository of structured organic reaction records. describe an organic reaction: reactants, conditions, products, and yield Reactants: BrC=1C=C(C(=NC1)OC)CNC1=CC=C(C=C1)OC1=CC=C(C=C1)C ((5-Bromo-2-methoxy-pyridin-3-ylmethyl)-(4-p-tolyloxy-phenyl)-amine), CS(=O)(=O)Cl (methylsulfonyl chloride). The solvent is C(Cl)Cl (CH2Cl2), C(Cl)Cl.N1=CC=CC=C1 (CH2Cl2 pyridine). Conditions: time 8 hour. Product: BrC=1C=C(C(=NC1)OC)CN(S(=O)(=O)C)C1=CC=C(C=C1)OC1=CC=C(C=C1)C (N-(5-Bromo-2-methoxy-pyridin-3-ylmethyl)-N-(4-p-tolyloxy-phenyl)-methanesulfonamide). As a reaction SMILES: [Br:1][C:2]1[CH:3]=[C:4]([CH2:10][NH:11][C:12]2[CH:17]=[CH:16][C:15]([O:18][C:19]3[CH:24]=[CH:23][C:22]([CH3:25])=[CH:21][CH:20]=3)=[CH:14][CH:13]=2)[C:5]([O:8][CH3:9])=[N:6][CH:7]=1.[CH3:26][S:27](Cl)(=[O:29])=[O:28]>C(Cl)Cl.N1C=CC=CC=1.C(Cl)Cl>[Br:1][C:2]1[CH:3]=[C:4]([CH2:10][N:11]([C:12]2[CH:13]=[CH:14][C:15]([O:18][C:19]3[CH:24]=[CH:23][C:22]([CH3:25])=[CH:21][CH:20]=3)=[CH:16][CH:17]=2)[S:27]([CH3:26])(=[O:29])=[O:28])[C:5]([O:8][CH3:9])=[N:6][CH:7]=1 |f:2.3|. Procedure: To a solution of (5-bromo-2-methoxy-pyridin-3-ylmethyl)-(4-p-tolyloxy-phenyl)-amine (0.73 g, 1.82 mmol) from Step A in CH2Cl2/pyridine (6 mL/3 mL) was dropwise added methylsulfonyl chloride (0.17 mL, 2.2 mmol) at 0° C. The resulting mixture was warmed to room temperature and stirred overnight. The reaction was then diluted with CH2Cl2 and washed with aqueous HCl (3N) to remove pyridine. The organic layer was then brought to the usual work-up. The crude product was purified by chromatography (sil...